This data is from the Open Reaction Database (ORD), a public repository of structured organic reaction records. The task is: describe an organic reaction: reactants, conditions, products, and yield The reactants are O=C1CCCCC(N1)C=CC1=C(C(=O)OC)C=CC=C1 (methyl 2-[2-(hexahydro-7-oxo-1H-azepin-2-yl)ethenyl]benzoate), F[B-](F)(F)F.C[O+](C)C (trimethyloxonium tetrafluoroborate). Solvent: C(Cl)Cl (CH2Cl2). Product: COC=1CCCCC(N1)C=CC1=C(C(=O)OC)C=CC=C1 (methyl 2-[2-(3,4,5,6-tetrahydro-7-methoxy-2H-azepin-2-yl)ethenyl]benzoate). Reaction SMILES: [O:1]=[C:2]1[NH:8][CH:7]([CH:9]=[CH:10][C:11]2[CH:20]=[CH:19][CH:18]=[CH:17][C:12]=2[C:13]([O:15][CH3:16])=[O:14])[CH2:6][CH2:5][CH2:4][CH2:3]1.F[B-](F)(F)F.[CH3:26][O+](C)C>C(Cl)Cl>[CH3:26][O:1][C:2]1[CH2:3][CH2:4][CH2:5][CH2:6][CH:7]([CH:9]=[CH:10][C:11]2[CH:20]=[CH:19][CH:18]=[CH:17][C:12]=2[C:13]([O:15][CH3:16])=[O:14])[N:8]=1 |f:1.2|. Procedure details: The product of Example 79 is reacted with trimethyloxonium tetrafluoroborate in CH2Cl2 by the method of Example 3 to produce the title material. Starting materials: BrC1=NC(=CC=C1)Br (2,6-dibromopyridine), C(=O)([O-])[O-].[Na+].[Na+] (Na2CO3), C(=C)(C)B(O)O (isopropenylboronic acid), COCCOC (DME). Reagents/catalysts: C=1C=CC(=CC1)[P](C=2C=CC=CC2)(C=3C=CC=CC3)[Pd]([P](C=4C=CC=CC4)(C=5C=CC=CC5)C=6C=CC=CC6)([P](C=7C=CC=CC7)(C=8C=CC=CC8)C=9C=CC=CC9)[P](C=1C=CC=CC1)(C=1C=CC=CC1)C=1C=CC=CC1 (Pd(PPh3)4). The solvent is CCO (EtOH). Conditions: temperature 100 celsius. Yields the product BrC1=NC(=CC=C1)C(=C)C (2-bromo-6-isopropenylpyridine). Reaction SMILES: Br[C:2]1[CH:7]=[CH:6][CH:5]=[C:4]([Br:8])[N:3]=1.[C:9](B(O)O)([CH3:11])=[CH2:10].COCCOC.C([O-])([O-])=O.[Na+].[Na+]>C1C=CC([P]([Pd]([P](C2C=CC=CC=2)(C2C=CC=CC=2)C2C=CC=CC=2)([P](C2C=CC=CC=2)(C2C=CC=CC=2)C2C=CC=CC=2)[P](C2C=CC=CC=2)(C2C=CC=CC=2)C2C=CC=CC=2)(C2C=CC=CC=2)C2C=CC=CC=2)=CC=1.CCO>[Br:8][C:4]1[CH:5]=[CH:6][CH:7]=[C:2]([C:9]([CH3:11])=[CH2:10])[N:3]=1 |f:3.4.5,^1:30,32,51,70|. Reported procedure: In a tube were placed 2,6-dibromopyridine (100 mg, 0.422 mmol), isopropenylboronic acid (40 mg, 0.464 mmol), DME (1.5 mL), EtOH (500 μL), and 1M aqueous Na2CO3 (1 mL, 1.0 mmol). The mixture was degassed with N2. Next, Pd(PPh3)4 (37 mg, 0.032 mmol) was added and the mixture was degassed again with N2. The tube was sealed and heated at 100° C. for 1 hour. The reaction was then cooled to room temperature, diluted with EtOAc (50 mL), and washed with water and brine (15 mL each). The organic layer wa... The reactants are NC=1C=C(C(=O)O)C=CC1N (3,4-diaminobenzoic acid), C(=O)O (formic acid). Product: N1C=NC2=C1C=C(C=C2)C(=O)O (1H-benzo[d]imidazole-6-carboxylic Acid). Reaction SMILES: [NH2:1][C:2]1[CH:3]=[C:4]([CH:8]=[CH:9][C:10]=1[NH2:11])[C:5]([OH:7])=[O:6].[CH:12](O)=O>>[NH:1]1[C:2]2[CH:3]=[C:4]([C:5]([OH:7])=[O:6])[CH:8]=[CH:9][C:10]=2[N:11]=[CH:12]1. Procedure details: 3,4-diaminobenzoic acid (5 g, 32 mmol) and formic acid (20 ml) were mixed and refluxed overnight. Formic acid was removed on rotavapour and water added to the residue to obtain the solid. Solid was filtered and dried to obtain the title compound quantitatively. Reaction SMILES: [CH2:34]1[O:35][CH2:36][CH2:37][CH2:38]1.[Cl:1][c:2]1[cH:3][c:4]([CH:8]2[CH2:9][CH2:10][C:11](=[O:21])[NH:12][CH:13]2[c:14]2[cH:15][cH:16][c:17]([Cl:20])[cH:18][cH:19]2)[cH:5][cH:6][cH:7]1.[Cl:27][CH2:28][c:29]1[n:30][n:31][n:32][nH:33]1.[Li:22][CH2:23][CH2:24][CH2:25][CH3:26]>>[Cl:1][c:2]1[cH:3][c:4]([CH:8]2[CH2:9][CH:10]([CH2:28][c:29]3[nH:30][n:31][n:32][n:33]3)[C:11](=[O:21])[NH:12][CH:13]2[c:14]2[cH:15][cH:16][c:17]([Cl:20])[cH:18][cH:19]2)[cH:5][cH:6][cH:7]1. Yields the product O=C1NC(c2ccc(Cl)cc2)C(c2cccc(Cl)c2)CC1Cc1nnn[nH]1. The reactants are C1CCOC1, O=C1CCC(c2cccc(Cl)c2)C(c2ccc(Cl)cc2)N1, ClCc1nnn[nH]1, [Li]CCCC. The reactants are Cl.C1(=CC=CC=C1)C12CNCC2C1 (1-phenyl-3-azabicyclo[3.1.0]hexane hydrochloride), C(C)(=O)Cl (acetyl chloride), [Cl-].[Al+3].[Cl-].[Cl-] (aluminum chloride). Run in ClCCl (dichloromethane). Reaction conditions: time 8 hour. Yields the product Cl.C12(CNCC2C1)C1=CC=C(C=C1)C(C)=O (4'-(3-Azabicyclo[3.1.0]hex-1-yl)-acetophenone hydrochloride). As a reaction SMILES: Cl.[C:2]1([C:8]23[CH2:13][CH:12]2[CH2:11][NH:10][CH2:9]3)[CH:7]=[CH:6][CH:5]=[CH:4][CH:3]=1.[C:14]([Cl:17])(=[O:16])[CH3:15].[Cl-].[Al+3].[Cl-].[Cl-]>ClCCl>[ClH:17].[C:8]12([C:2]3[CH:3]=[CH:4][C:5]([C:14](=[O:16])[CH3:15])=[CH:6][CH:7]=3)[CH2:13][CH:12]1[CH2:11][NH:10][CH2:9]2 |f:0.1,3.4.5.6,8.9|. Reported procedure: A 3 g. portion of 1-phenyl-3-azabicyclo[3.1.0]hexane hydrochloride is added to a cold (0° C.) mixture of 2.8 g. of acetyl chloride and 6.9 g. of aluminum chloride in 30 ml. of dichloromethane, and the reaction is stirred for 15 minutes. The mixture is then brought to room temperature, stirred overnight and carefully poured onto ice. This mixture is extracted twice with dichloromethane, and the extracts are combined, dried, filtered and concentrated to an oil. This oil is dissolved in a minimum o... The reactants are BrC1=CC(=CN(C1=O)C)C1=C(C(=NC=C1)N1C(C2=CC=3CC(CC3N2CC1)(C)C)=O)CO (10-[4-(5-bromo-1-methyl-6-oxo-1,6-dihydropyridin-3-yl)-3-(hydroxymethyl)pyridin-2-yl]-4,4-dimethyl-1,10-diazatricyclo[6.4.0.02,6]dodeca-2(6),7-dien-9-one), NC1=NC(=NC=C1)N1CC(CC1)C(=O)O (1-(4-Aminopyrimidin-2-yl) pyrrolidine-3-carboxylic acid), CC1(C2=C(C(=CC=C2)P(C3=CC=CC=C3)C4=CC=CC=C4)OC5=C(C=CC=C51)P(C6=CC=CC=C6)C7=CC=CC=C7)C (XantPhos), C1(=CC=CC=C1)P(C1=CC=CC=2C(C3=CC=CC(=C3OC12)P(C1=CC=CC=C1)C1=CC=CC=C1)(C)C)C1=CC=CC=C1 (4,5-Bis(diphenylphosphino)-9,9-dimethylxanthene), C(=O)([O-])[O-].[Cs+].[Cs+] (Cs2CO3). Reagents/catalysts: C=1C=CC(=CC1)/C=C/C(=O)/C=C/C2=CC=CC=C2.C=1C=CC(=CC1)/C=C/C(=O)/C=C/C2=CC=CC=C2.C=1C=CC(=CC1)/C=C/C(=O)/C=C/C2=CC=CC=C2.[Pd].[Pd] (Pd2(dba)3). Solvent: CN(C)C=O (DMF). Conditions: temperature 80 celsius. Yields the product CC1(CC=2N3CCN(C(C3=CC2C1)=O)C1=NC=CC(=C1CO)C=1C=C(C(N(C1)C)=O)NC1=NC(=NC=C1)N1CC(CC1)C(=O)O)C (1-(4-{[5-(2-{4,4-dimethyl-9-oxo-1,10-diazatricyclo[6.4.0.02,6]dodeca-2(6),7-dien-10-yl}-3-(hydroxymethyl)pyridin-4-yl)-1-methyl-2-oxo-1,2-dihydropyridin-3-yl]amino}pyrimidin-2-yl)pyrrolidine-3-carboxylic acid). Isolated yield 13.1%. As a reaction SMILES: Br[C:2]1[C:7](=[O:8])[N:6]([CH3:9])[CH:5]=[C:4]([C:10]2[CH:15]=[CH:14][N:13]=[C:12]([N:16]3[CH2:27][CH2:26][N:25]4[C:18](=[CH:19][C:20]5[CH2:21][C:22]([CH3:29])([CH3:28])[CH2:23][C:24]=54)[C:17]3=[O:30])[C:11]=2[CH2:31][OH:32])[CH:3]=1.[NH2:33][C:34]1[CH:39]=[CH:38][N:37]=[C:36]([N:40]2[CH2:44][CH2:43][CH:42]([C:45]([OH:47])=[O:46])[CH2:41]2)[N:35]=1.CC1(C)C2C(=C(P(C3C=CC=CC=3)C3C=CC=CC=3)C=CC=2)OC2C(P(C3C=CC=CC=3)C3C=CC=CC=3)=CC=CC1=2.C([O-])([O-])=O.[Cs+].[Cs+]>C1C=CC(/C=C/C(/C=C/C2C=CC=CC=2)=O)=CC=1.C1C=CC(/C=C/C(/C=C/C2C=CC=CC=2)=O)=CC=1.C1C=CC(/C=C/C(/C=C/C2C=CC=CC=2)=O)=CC=1.[Pd].[Pd].CN(C=O)C>[CH3:28][C:22]1([CH3:29])[CH2:21][C:20]2[CH:19]=[C:18]3[N:25]([CH2:26][CH2:27][N:16]([C:12]4[C:11]([CH2:31][OH:32])=[C:10]([C:4]5[CH:3]=[C:2]([NH:33][C:34]6[CH:39]=[CH:38][N:37]=[C:36]([N:40]7[CH2:44][CH2:43][CH:42]([C:45]([OH:47])=[O:46])[CH2:41]7)[N:35]=6)[C:7](=[O:8])[N:6]([CH3:9])[CH:5]=5)[CH:15]=[CH:14][N:13]=4)[C:17]3=[O:30])[C:24]=2[CH2:23]1 |f:3.4.5,6.7.8.9.10|. Procedure: A 100 mL round-bottomed flask equipped with a magnetic stirrer and a reflux condenser was charged with 10-[4-(5-bromo-1-methyl-6-oxo-1,6-dihydropyridin-3-yl)-3-(hydroxymethyl)pyridin-2-yl]-4,4-dimethyl-1,10-diazatricyclo[6.4.0.02,6]dodeca-2(6),7-dien-9-one 102b (497 mg, 1.0 mmol), 102a (312 mg, 1.5 mmol), Pd2(dba)3 (92 mg, 0.10 mmol), XantPhos (4,5-Bis(diphenylphosphino)-9,9-dimethylxanthene, CAS Reg. No. 161265-03-8, 116 mg, 0.20 mmol), Cs2CO3 (652 mg, 2.0 mmol), and DMF (20 mL). After three cy... Procedure details: A solution of 3-cyclopentyl-2-(4-trifluoromethyl-phenyl)-propionic acid (185 mg, 0.64 mmol) in methylene chloride (6.5 mL) was cooled to 0° C. and was treated with a 2.0M solution of oxalyl chloride in methylene chloride (0.35 mL, 0.71 mmol) and a few drops of N,N-dimethylformamide. The reaction mixture was stirred at 0° C. for 10 min and at 25° C. for 30 min. The reaction mixture was then treated with a solution of 2-aminothiazole (142 mg, 1.42 mmol) in tetrahydrofuran (3.23 mL) and N,N-diisopr... Isolated yield 53.9%. Solvent: C(Cl)Cl (methylene chloride), C(Cl)Cl (methylene chloride), O1CCCC1 (tetrahydrofuran). The product is hexanes ethyl acetate, C1(CCCC1)CC(C(=O)NC=1SC=CN1)C1=CC=C(C=C1)C(F)(F)F (3-cyclopentyl-N-thiazol-2-yl-2-(4-trifluoromethyl-phenyl)-propionamide). Reaction SMILES: [CH:1]1([CH2:6][CH:7]([C:11]2[CH:16]=[CH:15][C:14]([C:17]([F:20])([F:19])[F:18])=[CH:13][CH:12]=2)[C:8]([OH:10])=O)[CH2:5][CH2:4][CH2:3][CH2:2]1.C(Cl)(=O)C(Cl)=O.[NH2:27][C:28]1[S:29][CH:30]=[CH:31][N:32]=1.C(N(CC)C(C)C)(C)C>C(Cl)Cl.CN(C)C=O.O1CCCC1>[CH:1]1([CH2:6][CH:7]([C:11]2[CH:16]=[CH:15][C:14]([C:17]([F:20])([F:19])[F:18])=[CH:13][CH:12]=2)[C:8]([NH:27][C:28]2[S:29][CH:30]=[CH:31][N:32]=2)=[O:10])[CH2:2][CH2:3][CH2:4][CH2:5]1. The reactants are solution, C(C(=O)Cl)(=O)Cl (oxalyl chloride), C1(CCCC1)CC(C(=O)O)C1=CC=C(C=C1)C(F)(F)F (3-cyclopentyl-2-(4-trifluoromethyl-phenyl)-propionic acid), NC=1SC=CN1 (2-aminothiazole), C(C)(C)N(C(C)C)CC (N,N-diisopropylethylamine). The reagents and catalysts are CN(C=O)C (N,N-dimethylformamide). Conditions: temperature 25 celsius, time 30 minute. Reactants: C(=O)OC(C)(C)C (H-Boc), ClC=1C=C(C=CC1)N1C[C@@]2(C[C@H](NC2)C(=O)OC)CC1=O ((3S,5S)-methyl 7-(3-chlorophenyl)-8-oxo-2,7-diazaspiro[4.4]nonane-3-carboxylate), C(C)#N.O (acetonitrile water). The product is COC(=O)[C@H]1N(C[C@@]2(C1)CN(C(C2)=O)C2=CC(=CC=C2)Cl)C([C@H](C(C)(C)C)NC(=O)OC(C)(C)C)=O ((3S,5S)-methyl-2-((S)-2-(tert-butoxycarbonylamino)-3,3-dimethylbutanoyl)-7-(3-chloro phenyl)-8-oxo-2,7-diazaspiro[4.4]nonane-3-carboxylate). Isolated yield 50.0%. As a reaction SMILES: [CH:1]([O:3][C:4]([CH3:7])([CH3:6])[CH3:5])=[O:2].[Cl:8][C:9]1[CH:10]=[C:11]([N:15]2[C:27](=[O:28])[CH2:26][C@@:17]3([CH2:21][NH:20][C@H:19]([C:22]([O:24][CH3:25])=[O:23])[CH2:18]3)[CH2:16]2)[CH:12]=[CH:13][CH:14]=1.[C:29](#[N:31])[CH3:30].[OH2:32]>>[CH3:25][O:24][C:22]([C@@H:19]1[CH2:18][C@:17]2([CH2:26][C:27](=[O:28])[N:15]([C:11]3[CH:12]=[CH:13][CH:14]=[C:9]([Cl:8])[CH:10]=3)[CH2:16]2)[CH2:21][N:20]1[C:30](=[O:32])[C@@H:29]([NH:31][C:1]([O:3][C:4]([CH3:7])([CH3:6])[CH3:5])=[O:2])[C:4]([CH3:7])([CH3:6])[CH3:5])=[O:23] |f:2.3|. Procedure: Proline (3S,5R) methyl-7-(3-chlorophenyl)-8-oxo-2,7-diazaspiro[4.4]nonane-3-carboxylate (B7a) (35.2 mg, 102 μmol) in DMF (0.7 ml) was treated with (S)-2-(tert-butoxycarbonylamino)-3,3-dimethylbutanoic acid (33.3 mg, 144 μmol, 1.2 eq), 1-hydroxybenzotriazole (HOBT, 16.5 mg, 122 μmol, 1.2 eq), 1-ethyl-(3-dimethylaminopropyl)carbodiimide hydrochloride (EDC, 63.3 mg, 330 μmol, 3.2 eq), and N,N-Diisopropylethylamine (DIEA, 86 μA, 68 μmol, 4 eq) for three days at room temp. The reaction was quenched w... Reactants: O=CO, Nc1cc(F)ccc1F, c1ccccc1. Yields the product O=CNc1cc(F)ccc1F. As a reaction SMILES: [CH:10](=[O:11])[OH:12].[F:1][c:2]1[c:3]([NH2:4])[cH:5][c:6]([F:9])[cH:7][cH:8]1.[cH:13]1[cH:14][cH:15][cH:16][cH:17][cH:18]1>>[F:1][c:2]1[c:3]([NH:4][CH:10]=[O:11])[cH:5][c:6]([F:9])[cH:7][cH:8]1. Starting materials: CC1=CCC(C1(C)C)CC=O (campholenic aldehyde), C(C)C(=O)C (methyl ethyl ketone), CO (methanol), [OH-].[K+] (potassium hydroxide), S(O)(O)(=O)=O (sulfuric acid). Solvent: O (water). Run at time 21 hour. Yields the product CC(C(C)=O)=CCC1C(C(=CC1)C)(C)C (3-methyl-5-(2,2,3-trimethylcyclopent-3-en-1-yl) pent-3-en-2-one). Reaction SMILES: [CH2:1]([C:3]([CH3:5])=[O:4])[CH3:2].CO.[OH-].[K+].[CH3:10][C:11]1[C:15]([CH3:17])([CH3:16])[CH:14]([CH2:18][CH:19]=O)[CH2:13][CH:12]=1.S(=O)(=O)(O)O>O>[CH3:2][C:1](=[CH:19][CH2:18][CH:14]1[CH2:13][CH:12]=[C:11]([CH3:10])[C:15]1([CH3:17])[CH3:16])[C:3](=[O:4])[CH3:5] |f:2.3|. Reported procedure: To a stirred solution of 400 g (6.1 moles) of methyl ethyl ketone, 1025 g (32 moles) of methanol, 30.5 g (0.54 mole) of potassium hydroxide and 380 g of water cooled to -5° to -10° C was added 152 g (1.0 mole) of campholenic aldehyde over 15-30 minutes. The mixture was maintained at 0° to -10° C for 24-36 hours and then at 25°-35° C for 18-24 hours. The mixture was neutralized by addition of 36.8 g of 62.5% sulfuric acid and the unreacted methyl ethyl ketone and excess methanol were removed by a...